Dataset: the Open Reaction Database (ORD), a public repository of structured organic reaction records. Task: describe an organic reaction: reactants, conditions, products, and yield Reactants: COC=1C=C2C=CNC2=C(C1)C(CC(=O)NC)C1=CC=CC=C1 (3-(5-methoxy-1H-indol-7-yl)-N-methyl-3-phenyl-propionamide), N1C=CC2=CC=CC(=C12)C(CCNC)C1=CC=CC=C1 ([3-(1H-Indol-7-yl)-3-phenyl-propyl]-methyl-amine). As a reaction SMILES: [CH3:1][O:2][C:3]1[CH:4]=[C:5]2[C:9](=[C:10]([CH:12]([C:18]3[CH:23]=[CH:22][CH:21]=[CH:20][CH:19]=3)[CH2:13][C:14]([NH:16][CH3:17])=O)[CH:11]=1)[NH:8][CH:7]=[CH:6]2.N1C2C(=CC=CC=2C(C2C=CC=CC=2)CCNC)C=C1>>[CH3:1][O:2][C:3]1[CH:4]=[C:5]2[C:9](=[C:10]([CH:12]([C:18]3[CH:23]=[CH:22][CH:21]=[CH:20][CH:19]=3)[CH2:13][CH2:14][NH:16][CH3:17])[CH:11]=1)[NH:8][CH:7]=[CH:6]2. Product: COC=1C=C2C=CNC2=C(C1)C(CCNC)C1=CC=CC=C1 ([3-(5-Methoxy-1H-indol-7-yl)-3-phenyl-propyl]-methyl-amine). Reported procedure: [3-(5-Methoxy-1H-indol-7-yl)-3-phenyl-propyl]-methyl-amine CLXXXII was prepared from 3-(5-methoxy-1H-indol-7-yl)-N-methyl-3-phenyl-propionamide using the procedure described for preparation of [3-(1H-Indol-7-yl)-3-phenyl-propyl]-methyl-amine XX (Example 4). MS (M+H)=296. The reactants are C=1(C(=CC=CC1)C)C (xylene), C(C(=C)C)(=O)OC (methyl methacrylate), C(C=C)(=O)OC (methyl acrylate). The product is C=CC1=CC=CC=C1.C(C(=C)C)(=O)[O-] (styrene methacrylate), 1,1-tert-butyl per oxy-3,3,5-trimethyl cyclohexane. RXN SMILES: [C:1]([O:6]C)(=[O:5])[C:2]([CH3:4])=[CH2:3].[C:8](OC)(=O)[CH:9]=[CH2:10].[C:14]1(C)[C:15](C)=[CH:16]C=[CH:18][CH:19]=1>>[CH2:10]=[CH:9][C:8]1[CH:16]=[CH:15][CH:14]=[CH:19][CH:18]=1.[C:1]([O-:6])(=[O:5])[C:2]([CH3:4])=[CH2:3] |f:3.4|. Procedure details: By reference to JP-A-2008-146003, there was produced a pellet of methyl methacrylate/methyl acrylate copolymer (P-1) by use of 0.0294 parts by mass of 1,1-di-t-butyl-per-oxy-3,3,5-trimethyl cyclohexane and 0.115 parts by mass of n-octyl mercaptan along with a monomer mixture including 89.2 parts by mass of methyl methacrylate, 5.8 parts by mass of methyl acrylate, and 5 parts by mass of xylene. In addition, there was produced a pellet of styrene/methacrylate copolymer (P-2) by use of as a photop... Reactants: CC(C)([O-])C.[Na+] (sodium tert-butoxide), ClC1=CC2=C(C=N1)C(=NN2C(C2=CC=CC=C2)(C2=CC=CC=C2)C2=CC=CC=C2)NC(OC)=O (methyl (6-chloro-1-trityl-1H-pyrazolo[4,3-c]pyridin-3-yl)carbamate), C(N)(OCC1=CC=CC=C1)=O (benzyl carbamate), BrettPhos-G3-Pd, C1CCOC1 (THF). Run at temperature 50 celsius, time 10 hour. Product: C(C1=CC=CC=C1)(C1=CC=CC=C1)(C1=CC=CC=C1)N1N=C(C=2C=NC(=CC21)NC(OC)=O)NC(OCC2=CC=CC=C2)=O (benzyl methyl (1-trityl-1H-pyrazolo[4,3-c]pyridine-3,6-diyl)dicarbamate). The yield is 40.2%. Reaction SMILES: C[C:2]([CH3:5])([O-])[CH3:3].[Na+].Cl[C:8]1[N:13]=[CH:12][C:11]2[C:14]([NH:36][C:37](=[O:40])[O:38][CH3:39])=[N:15][N:16]([C:17]([C:30]3[CH:35]=[CH:34][CH:33]=[CH:32][CH:31]=3)([C:24]3[CH:29]=[CH:28][CH:27]=[CH:26][CH:25]=3)[C:18]3[CH:23]=[CH:22][CH:21]=[CH:20][CH:19]=3)[C:10]=2[CH:9]=1.[C:41](=[O:51])([O:43][CH2:44]C1C=CC=CC=1)[NH2:42].[CH2:52]1[CH2:56]OC[CH2:53]1>>[C:17]([N:16]1[C:10]2[CH:9]=[C:8]([NH:42][C:41](=[O:51])[O:43][CH3:44])[N:13]=[CH:12][C:11]=2[C:14]([NH:36][C:37](=[O:40])[O:38][CH2:39][C:3]2[CH:2]=[CH:5][CH:56]=[CH:52][CH:53]=2)=[N:15]1)([C:24]1[CH:29]=[CH:28][CH:27]=[CH:26][CH:25]=1)([C:30]1[CH:31]=[CH:32][CH:33]=[CH:34][CH:35]=1)[C:18]1[CH:19]=[CH:20][CH:21]=[CH:22][CH:23]=1 |f:0.1|. Procedure: A 20 mL microwave vial was charged with sodium tert-butoxide (103 mg, 1.075 mmol), methyl (6-chloro-1-trityl-1H-pyrazolo[4,3-c]pyridin-3-yl)carbamate (252 mg, 0.537 mmol), benzyl carbamate (122 mg, 0.806 mmol) and BrettPhos-G3-Pd (24.36 mg, 0.027 mmol). THF (6 ml) was added, the vial was flushed with argon, capped and the contents heated to 50° C. with stirring for 10 h. LCMS analysis indicated incomplete conversion to the desired product. Excess benzyl carbamate (61 mg), sodium tert-butoxide (5...